This data is from the Open Reaction Database (ORD), a public repository of structured organic reaction records. The task is: describe an organic reaction: reactants, conditions, products, and yield The reactants are Cc1ccc(NC(=O)C(C)C)cc1Br, CC(C)(C)OC(=O)N1CC=C(B2OC(C)(C)C(C)(C)O2)CC1, [K+], [K+], O=C([O-])[O-], CN(C)C=O. The product is Cc1ccc(NC(=O)C(C)C)cc1C1=CCN(C(=O)OC(C)(C)C)CC1. Reaction SMILES: [Br:29][c:30]1[cH:31][c:32]([NH:37][C:38]([CH:39]([CH3:40])[CH3:41])=[O:42])[cH:33][cH:34][c:35]1[CH3:36].[CH3:1][C:2]1([CH3:3])[C:4]([CH3:5])([CH3:6])[O:7][B:8]([C:9]2=[CH:14][CH2:13][N:12]([C:15](=[O:16])[O:17][C:18]([CH3:19])([CH3:20])[CH3:21])[CH2:11][CH2:10]2)[O:22]1.[K+:23].[K+:24].[O-:25][C:26]([O-:27])=[O:28].[O:43]=[CH:44][N:45]([CH3:46])[CH3:47]>>[C:9]1([c:30]2[cH:31][c:32]([NH:37][C:38]([CH:39]([CH3:40])[CH3:41])=[O:42])[cH:33][cH:34][c:35]2[CH3:36])=[CH:14][CH2:13][N:12]([C:15](=[O:16])[O:17][C:18]([CH3:19])([CH3:20])[CH3:21])[CH2:11][CH2:10]1. The reactants are O=[N+]([O-])c1cc(C(F)(F)F)cc(Cl)c1Cl, O=[N+]([O-])c1cc(Cl)c(Cl)cc1C(F)(F)F. Yields the product O=[N+]([O-])c1cc(C(F)(F)F)ccc1Cl. Reaction SMILES: [N+:16](=[O:17])([O-:18])[c:19]1[cH:20][c:21]([C:27]([F:28])([F:29])[F:30])[cH:22][c:23]([Cl:26])[c:24]1[Cl:25].[N+:1]([c:2]1[cH:3][c:4]([Cl:5])[c:6]([Cl:7])[cH:8][c:9]1[C:10]([F:11])([F:12])[F:13])([O-:14])=[O:15]>>[N+:16](=[O:17])([O-:18])[c:19]1[cH:20][c:21]([C:27]([F:28])([F:29])[F:30])[cH:22][cH:23][c:24]1[Cl:25]. Yields the product Cc1ccc(C2SCC[SH+]2)cc1, [Cl-]. Reaction SMILES: [CH2:30]([Cl:31])[Cl:32].[CH3:18][c:19]1[cH:20][cH:21][c:22]([CH:23]2[S:24][CH2:25][CH2:26][SH+:27]2)[cH:28][cH:29]1.[CH3:1][c:2]1[cH:3][cH:4][c:5]([CH:8]2[S:9][CH2:10][CH2:11][S:12]2)[cH:6][cH:7]1.[S:13]([Cl:14])(=[O:15])([Cl:16])=[O:17]>>[CH3:1][c:2]1[cH:3][cH:4][c:5]([CH:8]2[S:9][CH2:10][CH2:11][SH+:12]2)[cH:6][cH:7]1.[Cl-:16]. Starting materials: ClCCl, Cc1ccc(C2SCC[SH+]2)cc1, Cc1ccc(C2SCCS2)cc1, O=S(=O)(Cl)Cl. Reactants: C(C)OCC (diethyl ether), CC=1SC(=C(N1)CCCCCCC(=O)O)C(=O)O (2-methyl-4-(6-carboxyhexyl)-thiazole-5-carboxylic acid), O.C1(=CC=C(C=C1)S(=O)(=O)O)C (p-toluenesulphonic acid monohydrate), O (water). Run in CCCCCC (n-hexane), CO (methanol). Conditions: time 2 hour. Yields the product CC=1SC(=C(N1)CCCCCCC(=O)OC)C(=O)O (2-methyl-4-(6-carbomethoxyhexyl)-thiazole-5-carboxylic acid). Yield: 79.4%. As a reaction SMILES: [CH3:1][C:2]1[S:3][C:4]([C:16]([OH:18])=[O:17])=[C:5]([CH2:7][CH2:8][CH2:9][CH2:10][CH2:11][CH2:12][C:13]([OH:15])=[O:14])[N:6]=1.O.[C:20]1(C)C=CC(S(O)(=O)=O)=CC=1.O.C(OCC)C>CO.CCCCCC>[CH3:1][C:2]1[S:3][C:4]([C:16]([OH:18])=[O:17])=[C:5]([CH2:7][CH2:8][CH2:9][CH2:10][CH2:11][CH2:12][C:13]([O:15][CH3:20])=[O:14])[N:6]=1 |f:1.2|. Procedure: 5.15 g of 2-methyl-4-(6-carboxyhexyl)-thiazole-5-carboxylic acid (IX, R1 = CH3) and 5.4 g of p-toluenesulphonic acid monohydrate were dissolved in 200 ml of methanol. The reaction mixture was stirred for 2 hours at room temperature, then poured onto 500 ml of water. After saturating the aqueous solution with ammonium sulphate it was extracted with 3 × 200 ml of ethyl acetate, the ethyl acetate extract was washed with water, dried over sodium sulphate and evaporated in vacuo. Recrystallization of... Starting materials: CC(C(=O)OCC)C(=O)OCC (Diethyl 2-methylmalonate), [H-].[Na+] (sodium hydride), FC(C=1C=C(CBr)C=CC1)(F)F (3-trifluoromethylbenzyl bromide). The solvent is C1CCOC1 (THF). Product: CC(C(=O)OCC)(C(=O)OCC)CC1=CC(=CC=C1)C(F)(F)F (diethyl 2-methyl-2-(3-trifluoromethylbenzyl)malonate). As a reaction SMILES: [CH3:1][CH:2]([C:8]([O:10][CH2:11][CH3:12])=[O:9])[C:3]([O:5][CH2:6][CH3:7])=[O:4].[H-].[Na+].[F:15][C:16]([F:26])([F:25])[C:17]1[CH:18]=[C:19]([CH:22]=[CH:23][CH:24]=1)[CH2:20]Br>C1COCC1>[CH3:1][C:2]([CH2:20][C:19]1[CH:22]=[CH:23][CH:24]=[C:17]([C:16]([F:15])([F:25])[F:26])[CH:18]=1)([C:3]([O:5][CH2:6][CH3:7])=[O:4])[C:8]([O:10][CH2:11][CH3:12])=[O:9] |f:1.2|. Procedure: Diethyl 2-methylmalonate was converted, in THF, into the anion using 1 eq. of sodium hydride and alkylated with 1.05 eq. of 3-trifluoromethylbenzyl bromide. After working up in the standard manner, diethyl 2-methyl-2-(3-trifluoromethylbenzyl)malonate was obtained. Colorless oil, MS (ES):333 (M+1) The reactants are CCN=C=O, C1COCCO1, Nc1nc2cc(-c3cccnc3)cc([N+](=O)[O-])c2s1. The product is CCNC(=O)Nc1nc2cc(-c3cccnc3)cc([N+](=O)[O-])c2s1. As a reaction SMILES: [CH2:20]([CH3:21])[N:22]=[C:23]=[O:24].[CH2:25]1[O:26][CH2:27][CH2:28][O:29][CH2:30]1.[N+:1](=[O:2])([O-:3])[c:4]1[cH:5][c:6](-[c:14]2[cH:15][n:16][cH:17][cH:18][cH:19]2)[cH:7][c:8]2[n:9][c:10]([NH2:13])[s:11][c:12]12>>[N+:1](=[O:2])([O-:3])[c:4]1[cH:5][c:6](-[c:14]2[cH:15][n:16][cH:17][cH:18][cH:19]2)[cH:7][c:8]2[n:9][c:10]([NH:13][C:23]([NH:22][CH2:20][CH3:21])=[O:24])[s:11][c:12]12. Run at temperature 4.5 celsius, time 10 minute. The product is O1CCN(CC1)C/C=C/CO ((E)-4-morpholino-2-buten-1-ol). Procedure details: Tetrahydrofuran (15 ml) was added to 70% solution of sodium bis(2-methoxyethoxy)aluminum hydride in toluene (49.7 g) under an atmosphere of nitrogen and then cooled. A solution of 4-morpholino-2-butyn-1-ol (3.0 g) in tetrahydrofuran (15 ml) was added dropwise maintaining the reaction temperature 4-5° C. After being stirred for 10 minutes, the reaction mixture was allowed to warm room temperature. After 1 hour, water (6 ml) and 10% aqueous sodium hydroxide solution (4.5 ml) were added cautiously ... Run in O1CCCC1 (tetrahydrofuran), C1(=CC=CC=C1)C (toluene), O1CCCC1 (Tetrahydrofuran). Isolated yield 35.5%. RXN SMILES: [H-].COCCO[Al+]OCCOC.[Na+].[H-].[O:15]1[CH2:20][CH2:19][N:18]([CH2:21][C:22]#[C:23][CH2:24][OH:25])[CH2:17][CH2:16]1.O.[OH-].[Na+]>C1(C)C=CC=CC=1.O1CCCC1>[O:15]1[CH2:20][CH2:19][N:18]([CH2:21]/[CH:22]=[CH:23]/[CH2:24][OH:25])[CH2:17][CH2:16]1 |f:0.1.2.3,6.7|. Reactants: O1CCN(CC1)CC#CCO (4-morpholino-2-butyn-1-ol), solution, [H-].COCCO[Al+]OCCOC.[Na+].[H-] (sodium bis(2-methoxyethoxy)aluminum hydride), O (water), [OH-].[Na+] (sodium hydroxide). Starting materials: COc1ccc(C2CCc3cc(OC(=O)C(C)(C)C)ccc3C2)c(NCCCc2ccc(OCC(C)(C)NC(=O)OC(C)(C)C)cc2)c1, ClCCl, N, C1CCOC1, O=C(O)C(F)(F)F. Yields the product COc1ccc(C2CCc3cc(OC(=O)C(C)(C)C)ccc3C2)c(NCCCc2ccc(OCC(C)(C)N)cc2)c1. RXN SMILES: [C:1]([O:2][C:3](=[O:4])[NH:8][C:9]([CH2:10][O:11][c:12]1[cH:13][cH:14][c:15]([CH2:16][CH2:17][CH2:18][NH:19][c:20]2[c:21]([CH:28]3[CH2:29][c:30]4[cH:31][cH:32][c:33]([O:38][C:39]([C:40]([CH3:41])([CH3:42])[CH3:43])=[O:44])[cH:34][c:35]4[CH2:36][CH2:37]3)[cH:22][cH:23][c:24]([O:26][CH3:27])[cH:25]2)[cH:45][cH:46]1)([CH3:47])[CH3:48])([CH3:5])([CH3:6])[CH3:7].[Cl:62][CH2:63][Cl:64].[NH3:61].[O:56]1[CH2:57][CH2:58][CH2:59][CH2:60]1.[OH:49][C:50]([C:51]([F:52])([F:53])[F:54])=[O:55]>>[NH2:8][C:9]([CH2:10][O:11][c:12]1[cH:13][cH:14][c:15]([CH2:16][CH2:17][CH2:18][NH:19][c:20]2[c:21]([CH:28]3[CH2:29][c:30]4[cH:31][cH:32][c:33]([O:38][C:39]([C:40]([CH3:41])([CH3:42])[CH3:43])=[O:44])[cH:34][c:35]4[CH2:36][CH2:37]3)[cH:22][cH:23][c:24]([O:26][CH3:27])[cH:25]2)[cH:45][cH:46]1)([CH3:47])[CH3:48]. As a reaction SMILES: [CH2:1]([O:3][C:4]([C:6]([CH3:12])([CH3:11])[CH2:7][C:8](O)=[O:9])=[O:5])[CH3:2].S(Cl)([Cl:15])=O>>[CH2:1]([O:3][C:4]([C:6]([CH3:12])([CH3:11])[CH2:7][C:8]([Cl:15])=[O:9])=[O:5])[CH3:2]. Reported procedure: A mixture of 3-ethoxycarbonyl-3,3-dimethylpropionic acid (1 g) and 3 ml of thionyl chloride was stirred at room temperature for 20 hours. The excess thionyl chloride was removed in vacuo to afford 1.1 g of 3-ethoxycarbonyl-3,3-dimethylpropionyl chloride. Starting materials: C(C)OC(=O)C(CC(=O)O)(C)C (3-ethoxycarbonyl-3,3-dimethylpropionic acid), S(=O)(Cl)Cl (thionyl chloride). Product: C(C)OC(=O)C(CC(=O)Cl)(C)C (3-ethoxycarbonyl-3,3-dimethylpropionyl chloride). Conditions: time 20 hour. Starting materials: CN1CCOCC1, CN(C)C1(c2ccccc2)CCC(CC(=O)O)CC1, CN(C)C=O, C(=NC1CCCCC1)=NC1CCCCC1, NC(=O)N(C1CCCCC1)C1CCCCC1, Cl, [Na+], [OH-], O, On1nnc2ccccc21, NCCCCCCc1c[nH]c2ccccc12. Yields the product CN(C)C1(c2ccccc2)CCC(CC(=O)NCCCCCCc2c[nH]c3ccccc23)CC1. RXN SMILES: [CH3:27][N:28]1[CH2:29][CH2:30][O:31][CH2:32][CH2:33]1.[CH3:35][N:36]([C:37]1([c:47]2[cH:48][cH:49][cH:50][cH:51][cH:52]2)[CH2:38][CH2:39][CH:40]([CH2:43][C:44](=[O:45])[OH:46])[CH2:41][CH2:42]1)[CH3:53].[CH3:87][N:88]([CH3:89])[CH:90]=[O:91].[CH:54]1([N:55]=[C:56]=[N:57][CH:58]2[CH2:59][CH2:60][CH2:61][CH2:62][CH2:63]2)[CH2:64][CH2:65][CH2:66][CH2:67][CH2:68]1.[CH:69]1([N:70]([CH:71]2[CH2:72][CH2:73][CH2:74][CH2:75][CH2:76]2)[C:77]([NH2:78])=[O:79])[CH2:80][CH2:81][CH2:82][CH2:83][CH2:84]1.[ClH:34].[Na+:86].[OH-:85].[OH2:92].[OH:1][n:2]1[c:3]2[cH:4][cH:5][cH:6][cH:7][c:8]2[n:9][n:10]1.[nH:11]1[cH:12][c:13]([CH2:20][CH2:21][CH2:22][CH2:23][CH2:24][CH2:25][NH2:26])[c:14]2[cH:15][cH:16][cH:17][cH:18][c:19]12>>[nH:11]1[cH:12][c:13]([CH2:20][CH2:21][CH2:22][CH2:23][CH2:24][CH2:25][NH:26][C:44]([CH2:43][CH:40]2[CH2:39][CH2:38][C:37]([N:36]([CH3:35])[CH3:53])([c:47]3[cH:48][cH:49][cH:50][cH:51][cH:52]3)[CH2:42][CH2:41]2)=[O:45])[c:14]2[cH:15][cH:16][cH:17][cH:18][c:19]12.